From a dataset of the Open Reaction Database (ORD), a public repository of structured organic reaction records. describe an organic reaction: reactants, conditions, products, and yield The reactants are COc1cc2c(Nc3cccc4c3OCO4)c(C#N)cnc2cc1OCC1CO1, C1COCCN1, CCCO. Product: COc1cc2c(Nc3cccc4c3OCO4)c(C#N)cnc2cc1OCC(O)CN1CCOCC1. As a reaction SMILES: [C:1](#[N:2])[c:3]1[cH:4][n:5][c:6]2[cH:7][c:8]([O:25][CH2:26][CH:27]3[CH2:28][O:29]3)[c:9]([O:23][CH3:24])[cH:10][c:11]2[c:12]1[NH:13][c:14]1[c:15]2[c:16]([cH:17][cH:18][cH:19]1)[O:20][CH2:21][O:22]2.[CH2:30]1[CH2:31][O:32][CH2:33][CH2:34][NH:35]1.[CH2:36]([OH:37])[CH2:38][CH3:39]>>[C:1](#[N:2])[c:3]1[cH:4][n:5][c:6]2[cH:7][c:8]([O:25][CH2:26][CH:27]([CH2:28][N:35]3[CH2:30][CH2:31][O:32][CH2:33][CH2:34]3)[OH:29])[c:9]([O:23][CH3:24])[cH:10][c:11]2[c:12]1[NH:13][c:14]1[c:15]2[c:16]([cH:17][cH:18][cH:19]1)[O:20][CH2:21][O:22]2. The reactants are C(#N)[BH3-].[Na+] (sodium cyanoborohydride), C1(=CC=CC=C1)C(CCOC1=CC=C(C2=CC=CC=C12)C)N (1-phenyl-3-(4-methyl-1-naphthalenyloxy)propanamine), C(C)#N (acetonitrile), C(C)(=O)O (acetic acid), C=O (formaldehyde). Run at time 20 minute. The product is C(C(=O)O)(=O)O.CN(C(CCOC1=CC=C(C2=CC=CC=C12)C)C1=CC=CC=C1)C (N,N-Dimethyl-1-phenyl-3-(4-methyl-1-naphthalenyloxy)propanamine oxalate). RXN SMILES: [C:1]1([CH:7](N)[CH2:8][CH2:9][O:10][C:11]2[C:20]3[C:15](=[CH:16][CH:17]=[CH:18][CH:19]=3)[C:14]([CH3:21])=[CH:13][CH:12]=2)[CH:6]=[CH:5][CH:4]=[CH:3][CH:2]=1.[C:23](#N)C.[CH2:26]=[O:27].[C:28]([BH3-])#[N:29].[Na+].[C:32]([OH:35])(=[O:34])C>>[C:32]([OH:35])(=[O:34])[C:26]([OH:10])=[O:27].[CH3:23][N:29]([CH3:28])[CH:7]([C:1]1[CH:6]=[CH:5][CH:4]=[CH:3][CH:2]=1)[CH2:8][CH2:9][O:10][C:11]1[C:20]2[C:15](=[CH:16][CH:17]=[CH:18][CH:19]=2)[C:14]([CH3:21])=[CH:13][CH:12]=1 |f:3.4,6.7|. Reported procedure: A 250 ml three-neck round bottom flask was charged with 2.2 g (7.6 mmol) of 1-phenyl-3-(4-methyl-1-naphthalenyloxy)propanamine and 100 ml of acetonitrile. To the mixture was added a 37% formaldehyde solution (3.02 ml, 37.8 mmol). The mixture was stirred for approximately 20 minutes while moderate heat was applied to maintain the reaction mixture as a solution. Next, 760 mg (12.1 mmol) of sodium cyanoborohydride was added to the reaction mixture, and the mixture was stirred for five hours at room... Reported procedure: The title compound, white solid (93 mg, 73%), MS (ISP) m/z=511.6 [(M+H)+], mp 232° C., was prepared in accordance with the general method of example 32 from trans-4-{2-[4-(2,3-dihydrofuro[3,2-c]pyridin-4-yl)-piperazin-1-yl]-ethyl}-cyclohexanamine trihydrochloride (intermediate C) (110 mg, 0.25 mmol) and biphenyl-4-carboxylic acid. Reactants: solid, Cl.Cl.Cl.O1CCC=2C(=NC=CC21)N2CCN(CC2)CC[C@@H]2CC[C@H](CC2)N (trans-4-{2-[4-(2,3-dihydrofuro[3,2-c]pyridin-4-yl)-piperazin-1-yl]-ethyl}-cyclohexanamine trihydrochloride), Cl.Cl.Cl.O1CCC=2C(=NC=CC21)N2CCN(CC2)CC[C@@H]2CC[C@H](CC2)N (trans-4-{2-[4-(2,3-dihydrofuro[3,2-c]pyridin-4-yl)-piperazin-1-yl]-ethyl}-cyclohexanamine trihydrochloride), C1(=CC=C(C=C1)C(=O)O)C1=CC=CC=C1 (biphenyl-4-carboxylic acid). As a reaction SMILES: Cl.Cl.Cl.[O:4]1[C:12]2[CH:11]=[CH:10][N:9]=[C:8]([N:13]3[CH2:18][CH2:17][N:16]([CH2:19][CH2:20][C@H:21]4[CH2:26][CH2:25][C@H:24]([NH2:27])[CH2:23][CH2:22]4)[CH2:15][CH2:14]3)[C:7]=2[CH2:6][CH2:5]1.[C:28]1([C:37]2[CH:42]=[CH:41][CH:40]=[CH:39][CH:38]=2)[CH:33]=[CH:32][C:31]([C:34](O)=[O:35])=[CH:30][CH:29]=1>>[O:4]1[C:12]2[CH:11]=[CH:10][N:9]=[C:8]([N:13]3[CH2:18][CH2:17][N:16]([CH2:19][CH2:20][C@H:21]4[CH2:26][CH2:25][C@H:24]([NH:27][C:34]([C:31]5[CH:32]=[CH:33][C:28]([C:37]6[CH:38]=[CH:39][CH:40]=[CH:41][CH:42]=6)=[CH:29][CH:30]=5)=[O:35])[CH2:23][CH2:22]4)[CH2:15][CH2:14]3)[C:7]=2[CH2:6][CH2:5]1 |f:0.1.2.3|. Product: O1CCC=2C(=NC=CC21)N2CCN(CC2)CC[C@@H]2CC[C@H](CC2)NC(=O)C2=CC=C(C=C2)C2=CC=CC=C2 (Biphenyl-4-carboxylic acid trans-(4-{2-[4-(2,3-dihydro-furo[3,2-c]pyridin-4-yl)-piperazin-1-yl]-ethyl}-cyclohexyl)-amide). RXN SMILES: [CH2:1]([CH3:2])[C:3]1([CH2:17][CH3:18])[CH2:4][c:5]2[c:6]([c:7]([C:12](=[O:13])[OH:14])[s:8][c:9]2[S:10][CH3:11])[CH2:15][CH2:16]1.[CH3:21][CH2:22][O:23][CH2:24][CH3:25].[Li:19][CH3:20]>>[CH2:1]([CH3:2])[C:3]1([CH2:17][CH3:18])[CH2:4][c:5]2[c:6]([c:7]([C:12](=[O:14])[CH3:20])[s:8][c:9]2[S:10][CH3:11])[CH2:15][CH2:16]1. Reactants: CCC1(CC)CCc2c(C(=O)O)sc(SC)c2C1, CCOCC, [Li]C. The product is CCC1(CC)CCc2c(C(C)=O)sc(SC)c2C1. RXN SMILES: [N+:1]([CH:4]([N+:10]([O-:12])=[O:11])[CH2:5][O:6][CH2:7][CH:8]=[CH2:9])([O-:3])=[O:2].[OH-].[Na+].Cl([F:19])(=O)(=O)=O.C(=O)=O>O.CO>[N+:1]([C:4]([N+:10]([O-:12])=[O:11])([F:19])[CH2:5][O:6][CH2:7][CH:8]=[CH2:9])([O-:3])=[O:2] |f:1.2|. The product is [N+](=O)([O-])C(COCC=C)(F)[N+](=O)[O-] (allyl 2,2-dinitro-2-fluoroethyl ether). Procedure details: The pure allyl 2,2-dinitroethyl ether, prepared according to the procedure set forth in Example 1, was added (4.11 grams; 0.0234 mole) slowly to a well stirred solution of sodium hydroxide (0.935 grams; 0.0234 mole), water (15 mls) and methanol (34 mls). The slightly exothermic reaction yielded an immediate orange color. The final pH was approximately 8. Perchloryl fluoride was then metered into the system to which was added a dry ice reflux condenser to prevent excess perchloryl fluoride from s... Isolated yield 53.0%. Reactants: C(=O)=O (dry ice), [N+](=O)([O-])C(COCC=C)[N+](=O)[O-] (allyl 2,2-dinitroethyl ether), [OH-].[Na+] (sodium hydroxide), perchloryl fluoride, Perchloryl fluoride, perchloryl fluoride. Solvent: CO (methanol), O (water), O (Water).